From a dataset of the Open Reaction Database (ORD), a public repository of structured organic reaction records. describe an organic reaction: reactants, conditions, products, and yield Reactants: CCCNCCC, O=Cc1ccccc1, ClCCl. The product is CCCN(CCC)Cc1ccccc1. Reaction SMILES: [CH2:9]([CH2:10][CH3:11])[NH:12][CH2:13][CH2:14][CH3:15].[CH:1](=[O:2])[c:3]1[cH:4][cH:5][cH:6][cH:7][cH:8]1.[Cl:16][CH2:17][Cl:18]>>[CH2:1]([c:3]1[cH:4][cH:5][cH:6][cH:7][cH:8]1)[N:12]([CH2:9][CH2:10][CH3:11])[CH2:13][CH2:14][CH3:15]. Procedure details: In 50 ml of toluene were dissolved 6.51 g (0.05 mole) of heptanoic acid and 10.26 g (0.06 mole) of monochloroacetic anhydride. To the resulting solution were added 4.43 g (0.065 mole) of furan and 0.71 g of boron trifluoride-diethyl ether complex and the resulting mixture was then stirred at 50° C. for 5.5 hours. After completion of the reaction, the reaction solution was cooled and washed with 5% aqueous sodium carbonate solution and water in this order. The organic layer was concentrated under... The yield is 91.0%. Starting materials: C(CCCCCC)(=O)O (heptanoic acid), ClCC(=O)OC(CCl)=O (monochloroacetic anhydride), O1C=CC=C1 (furan). The solvent is C1(=CC=CC=C1)C (toluene). Yields the product C(CCCCCC)(=O)C=1OC=CC1 (2-heptanoylfuran). Reaction SMILES: [C:1](O)(=[O:8])[CH2:2][CH2:3][CH2:4][CH2:5][CH2:6][CH3:7].ClCC(OC(=O)CCl)=O.[O:19]1[CH:23]=[CH:22][CH:21]=[CH:20]1>C1(C)C=CC=CC=1>[C:1]([C:20]1[O:19][CH:23]=[CH:22][CH:21]=1)(=[O:8])[CH2:2][CH2:3][CH2:4][CH2:5][CH2:6][CH3:7]. Run at temperature 50 celsius, time 5.5 hour. Reactants: NC1=C(C(=O)O)C(=CC=C1)C(C)=O (2-amino-6-acetylbenzoic acid), diazonium salt, Cl (hydrochloric acid), N(=O)[O-].[Na+] (sodium nitrite), diazonium salt, [S-][S-].[Na+].[Na+] (sodium disulfide), Cl (hydrochloric acid), Cl (hydrochloric acid). The solvent is O (water), O (water). Conditions: time 2 hour. The product is SC1=C(C(=O)O)C(=CC=C1)C(C)=O (2-mercapto-6-acetylbenzoic acid). The yield is 90.4%. As a reaction SMILES: N[C:2]1[CH:10]=[CH:9][CH:8]=[C:7]([C:11](=[O:13])[CH3:12])[C:3]=1[C:4]([OH:6])=[O:5].Cl.N([O-])=O.[Na+].[S-:19][S-].[Na+].[Na+]>O>[SH:19][C:2]1[CH:10]=[CH:9][CH:8]=[C:7]([C:11](=[O:13])[CH3:12])[C:3]=1[C:4]([OH:6])=[O:5] |f:2.3,4.5.6|. Reported procedure: 10.2 g of 2-amino-6-acetylbenzoic acid was converted into a diazonium salt with a mixture of 14.2 ml of concentrated hydrochloric acid, 40 ml of water and 4.3 g of sodium nitrite, and the diazonium salt was gradually added dropwise at a temperature of 0° to 5° C. to a sodium disulfide aqueous solution (prepared from 14.3 g of sodium sulfide.9H2O, 1.9 g of sulfur, 4.6 g of sodium hydroxide and 30 ml of water). After adding dropwise, the reaction liquor was stirred for 2 hours at room temperature ...